This data is from the Open Reaction Database (ORD), a public repository of structured organic reaction records. The task is: describe an organic reaction: reactants, conditions, products, and yield The reactants are C(=O)(OC(C)(C)C)C(=C(C(=O)O)CC1=CNC2=CC=CC=C12)CCN (BOC-5-amino-2-(1H-indol-3-ylmethyl)-2-pentenoic acid), ClC1=C(C=C(C(=C1)Cl)Cl)O (2,4,5-trichlorophenol), CCN=C=NCCCN(C)C (EDCI). Run in C(Cl)Cl (methylene chloride). Reaction conditions: time 24 hour. The product is ClC1=C(C=C(C(=C1)Cl)Cl)OC(C(=C(CCN)C(=O)OC(C)(C)C)CC1=CNC2=CC=CC=C12)=O (BOC-5-amino-2-(1H-indol-3-ylmethyl)-2-pentenoic acid 2,4,5-trichlorophenyl ester). The yield is 52.9%. Reaction SMILES: [C:1]([C:8]([CH2:23][CH2:24][NH2:25])=[C:9]([CH2:13][C:14]1[C:22]2[C:17](=[CH:18][CH:19]=[CH:20][CH:21]=2)[NH:16][CH:15]=1)[C:10]([OH:12])=[O:11])([O:3][C:4]([CH3:7])([CH3:6])[CH3:5])=[O:2].[Cl:26][C:27]1[CH:32]=[C:31]([Cl:33])[C:30]([Cl:34])=[CH:29][C:28]=1O.CCN=C=NCCCN(C)C>C(Cl)Cl>[Cl:26][C:27]1[CH:32]=[C:31]([Cl:33])[C:30]([Cl:34])=[CH:29][C:28]=1[O:11][C:10](=[O:12])[C:9]([CH2:13][C:14]1[C:22]2[C:17](=[CH:18][CH:19]=[CH:20][CH:21]=2)[NH:16][CH:15]=1)=[C:8]([C:1]([O:3][C:4]([CH3:5])([CH3:7])[CH3:6])=[O:2])[CH2:23][CH2:24][NH2:25]. Procedure: A solution of acid in Example 20a (195 mg, 0.57 mmol) in 8 mL anhydrous methylene chloride was treated with 2,4,5-trichlorophenol (112 mg, 0.57 mmol) and EDCI (160 mg, 0.85 mmol). The reaction mixture was stirred for 24 hours at ambient temperature under nitrogen atmosphere. The mixture was washed with 10% citric acid and brine. The organic layer was dried over anhydrous sodium sulfate and concentrated to yield a residue that was purified by flash chromatography on silica gel. Elution with EtOAc...